From a dataset of the Open Reaction Database (ORD), a public repository of structured organic reaction records. describe an organic reaction: reactants, conditions, products, and yield Reactants: O.N (ammonia water), aqueous solution, P(=O)(O)([O-])[O-].[Na+].[Na+] (sodium hydrogenphosphate), [N+](=O)([O-])[O-].[La+3].[N+](=O)([O-])[O-].[N+](=O)([O-])[O-] (lanthanum nitrate), CO (methanol), OC(C(=O)N)(C)C (α-hydroxyisobutyramide). Run in O (water), O (water). Reaction conditions: temperature 80 celsius, time 1 hour. Product: C(C(=C)C)(=O)OC (methyl methacrylate), C(C(=C)C)(=O)O (methacrylic acid). As a reaction SMILES: P([O-])([O-])(O)=O.[Na+].[Na+].[OH2:8].N.[N+]([O-])([O-])=O.[La+3].[N+]([O-])([O-])=O.[N+]([O-])([O-])=[O:20].O[C:24]([CH3:29])([CH3:28])[C:25](N)=[O:26].[CH3:30]O>O>[C:25]([O:8][CH3:30])(=[O:26])[C:24]([CH3:29])=[CH2:28].[C:25]([OH:20])(=[O:26])[C:24]([CH3:29])=[CH2:28] |f:0.1.2,3.4,5.6.7.8|. Procedure details: Next, when 100 cc of an aqueous solution containing 20.3 g (0.143 mole) of sodium hydrogenphosphate (Na2HPO4) was added, a white precipitate was formed. After stirring this at 80° C. for one hour, the white precipitate was thoroughly water-washed by the decantation method followed by separation by filtration and water-washing. The resulting white precipitate was dried at 120° C., calcined at 400° C. for 6 hours in a stream of air, and thereafter molded into granules of 10-16-mesh size. The LaPO4... Reactants: C(C)(C)(C)OC(=O)C1N(CCCCC1C=CC1=CC=CC=C1)S(=O)(=O)C1=CC=C(C=C1)OC (1-(4-Methoxy-benzenesulfonyl)-3-styryl-azepane-2-carboxylic acid tert-butyl ester), C(C)(=O)OCC1C(N(CCCC1)S(=O)(=O)C1=CC=C(C=C1)OC)C(=O)O (3-Acetoxymethyl-1-(4-methoxy-benzenesulfonyl)-azepane-2-carboxylic acid). Procedure details: 1-(4-Methoxy-benzenesulfonyl)-3-styryl-azepane-2-carboxylic acid was synthesized from 1-(4-Methoxy-benzenesulfonyl)-3-styryl-azepane-2-carboxylic acid tert-butyl ester in the same manner as the procedures used for the preparation of 3-Acetoxymethyl-1-(4-methoxy-benzenesulfonyl)-azepane-2-carboxylic acid: MS (M+H)+ =416, (M+NH4)+ =433. As a reaction SMILES: C([O:5][C:6]([CH:8]1[CH:14]([CH:15]=[CH:16][C:17]2[CH:22]=[CH:21][CH:20]=[CH:19][CH:18]=2)[CH2:13][CH2:12][CH2:11][CH2:10][N:9]1[S:23]([C:26]1[CH:31]=[CH:30][C:29]([O:32][CH3:33])=[CH:28][CH:27]=1)(=[O:25])=[O:24])=[O:7])(C)(C)C.C(OCC1CCCCN(S(C2C=CC(OC)=CC=2)(=O)=O)C1C(O)=O)(=O)C>>[CH3:33][O:32][C:29]1[CH:28]=[CH:27][C:26]([S:23]([N:9]2[CH2:10][CH2:11][CH2:12][CH2:13][CH:14]([CH:15]=[CH:16][C:17]3[CH:18]=[CH:19][CH:20]=[CH:21][CH:22]=3)[CH:8]2[C:6]([OH:7])=[O:5])(=[O:25])=[O:24])=[CH:31][CH:30]=1. Product: COC1=CC=C(C=C1)S(=O)(=O)N1C(C(CCCC1)C=CC1=CC=CC=C1)C(=O)O (1-(4-Methoxy-benzenesulfonyl)-3-styryl-azepane-2-carboxylic acid). Starting materials: O=C([O-])[O-], CS(=O)(=O)Nc1ccc(CNC(=O)C=Cc2ccc(C(F)(F)F)nc2Cl)cc1F, [K+], [K+], CN(C)C=O, Oc1cccnc1. The product is CS(=O)(=O)Nc1ccc(CNC(=O)C=Cc2ccc(C(F)(F)F)nc2Oc2cccnc2)cc1F. Reaction SMILES: [C:37](=[O:38])([O-:39])[O-:40].[Cl:1][c:2]1[n:3][c:4]([C:26]([F:27])([F:28])[F:29])[cH:5][cH:6][c:7]1[CH:8]=[CH:9][C:10](=[O:11])[NH:12][CH2:13][c:14]1[cH:15][c:16]([F:25])[c:17]([NH:20][S:21](=[O:22])(=[O:23])[CH3:24])[cH:18][cH:19]1.[K+:41].[K+:42].[O:43]=[CH:44][N:45]([CH3:46])[CH3:47].[OH:30][c:31]1[cH:32][n:33][cH:34][cH:35][cH:36]1>>[c:2]1([O:30][c:31]2[cH:32][n:33][cH:34][cH:35][cH:36]2)[n:3][c:4]([C:26]([F:27])([F:28])[F:29])[cH:5][cH:6][c:7]1[CH:8]=[CH:9][C:10](=[O:11])[NH:12][CH2:13][c:14]1[cH:15][c:16]([F:25])[c:17]([NH:20][S:21](=[O:22])(=[O:23])[CH3:24])[cH:18][cH:19]1. Reactants: O=[N+]([O-])c1cc(O)ccc1Br, ClCCl, C=C(C)C, O=S(=O)(O)O. Yields the product CC(C)(C)Oc1ccc(Br)c([N+](=O)[O-])c1. RXN SMILES: [Br:1][c:2]1[c:3]([N+:9](=[O:10])[O-:11])[cH:4][c:5]([OH:8])[cH:6][cH:7]1.[CH2:21]([Cl:22])[Cl:23].[CH3:17][C:18]([CH3:19])=[CH2:20].[S:12](=[O:13])(=[O:14])([OH:15])[OH:16]>>[Br:1][c:2]1[c:3]([N+:9](=[O:10])[O-:11])[cH:4][c:5]([O:8][C:18]([CH3:17])([CH3:19])[CH3:20])[cH:6][cH:7]1. Starting materials: ClB(Cl)Cl, CNc1ccccc1, Cc1ccccc1, CCCCCC, N#CCCl, Cl[Al](Cl)Cl, Cl, [Na+], [OH-]. Yields the product CNc1ccccc1C(=O)CCl. RXN SMILES: [B:9]([Cl:10])([Cl:11])[Cl:12].[CH3:1][NH:2][c:3]1[cH:4][cH:5][cH:6][cH:7][cH:8]1.[CH3:24][c:25]1[cH:26][cH:27][cH:28][cH:29][cH:30]1.[CH3:31][CH2:32][CH2:33][CH2:34][CH2:35][CH3:36].[Cl:13][CH2:14][C:15]#[N:16].[Cl:17][Al:18]([Cl:19])[Cl:20].[ClH:21].[Na+:23].[OH-:22]>>[CH3:1][NH:2][c:3]1[c:4]([C:15]([CH2:14][Cl:13])=[O:22])[cH:5][cH:6][cH:7][cH:8]1. Reactants: CS(=O)(=O)OCC(CO)(C)NCC=1C=C2C=3C=CC=CC3C=CC2=C2C=CC=CC12 (2-((6-Chrysenylmethyl)amino)-2-methyl-1,3-propanediol methanesulfonate), C1=CC(=CC=2C3=CC=C4C=CC=CC4=C3C=CC12)C=O (Chrysene-3-carbaldehyde), NC(CO)(CO)C (2-amino-2-methyl-1,3-propanediol). Yields the product CS(=O)(=O)OCC(CO)(C)NCC=1C=CC=2C=CC3=C4C=CC=CC4=CC=C3C2C1 (2-((3-chrysenylmethyl)amino)-2-methyl-1,3-propanediol methanesulfonate). As a reaction SMILES: [CH3:1][S:2]([O:5][CH2:6][C:7]([NH:11][CH2:12][C:13]1[CH:14]=[C:15]2[C:24](=[C:25]3[C:30]=1[CH:29]=[CH:28][CH:27]=[CH:26]3)[CH:23]=[CH:22][C:21]1[CH:20]=[CH:19][CH:18]=[CH:17][C:16]2=1)([CH3:10])[CH2:8][OH:9])(=[O:4])=[O:3].C1C2C=CC3C(=CC=C4C=3C=CC=C4)C=2C=C(C=O)C=1.NC(C)(CO)CO>>[CH3:1][S:2]([O:5][CH2:6][C:7]([NH:11][CH2:12][C:13]1[CH:30]=[CH:29][C:28]2[CH:27]=[CH:26][C:25]3[C:24]([C:15]=2[CH:14]=1)=[CH:23][CH:22]=[C:21]1[C:16]=3[CH:17]=[CH:18][CH:19]=[CH:20]1)([CH3:10])[CH2:8][OH:9])(=[O:4])=[O:3]. Procedure details: Using the reductive amination procedure outlined in 1C, chrysene-3-carbaldehyde (19G) and 2-amino-2-methyl-1,3-propanediol (Aldrich) gave 2-((3-chrysenylmethyl)amino)-2-methyl-1,3-propanediol methanesulfonate mp 180°-182° (dec), (EtOH/Et2O), (C, H, N, S). The reactants are C1CCOC1, CO, COC(=O)c1cc(-c2cncc(Cl)c2)cnc1-c1ccccn1, [Na+], [OH-]. The product is O=C([O-])c1cc(-c2cncc(Cl)c2)cnc1-c1ccccn1, [Na+]. RXN SMILES: [CH2:26]1[O:27][CH2:28][CH2:29][CH2:30]1.[CH3:31][OH:32].[Cl:1][c:2]1[cH:3][c:4](-[c:8]2[cH:9][c:10]([C:20](=[O:21])[O:22][CH3:23])[c:11](-[c:14]3[n:15][cH:16][cH:17][cH:18][cH:19]3)[n:12][cH:13]2)[cH:5][n:6][cH:7]1.[Na+:25].[OH-:24]>>[Cl:1][c:2]1[cH:3][c:4](-[c:8]2[cH:9][c:10]([C:20](=[O:21])[O-:22])[c:11](-[c:14]3[n:15][cH:16][cH:17][cH:18][cH:19]3)[n:12][cH:13]2)[cH:5][n:6][cH:7]1.[Na+:25].